From a dataset of the Open Reaction Database (ORD), a public repository of structured organic reaction records. describe an organic reaction: reactants, conditions, products, and yield Reactants: CCCCCCOc1ccc(CCC(C)=O)cc1, O=CCCc1ccc(OCc2ccccc2)cc1, CC(C)NC(C)C, [Li]. The product is CCCCCCOc1ccc(CCC(=O)CC(O)CCc2ccc(OCc3ccccc3)cc2)cc1. RXN SMILES: [CH2:1]([CH2:2][CH2:3][CH2:4][CH2:5][CH3:6])[O:7][c:8]1[cH:9][cH:10][c:11]([CH2:14][CH2:15][C:16]([CH3:17])=[O:18])[cH:12][cH:13]1.[CH2:27]([c:28]1[cH:29][cH:30][cH:31][cH:32][cH:33]1)[O:34][c:35]1[cH:36][cH:37][c:38]([CH2:41][CH2:42][CH:43]=[O:44])[cH:39][cH:40]1.[CH:19]([NH:20][CH:21]([CH3:22])[CH3:23])([CH3:24])[CH3:25].[Li:26]>>[CH2:1]([CH2:2][CH2:3][CH2:4][CH2:5][CH3:6])[O:7][c:8]1[cH:9][cH:10][c:11]([CH2:14][CH2:15][C:16]([CH2:17][CH:43]([CH2:42][CH2:41][c:38]2[cH:37][cH:36][c:35]([O:34][CH2:27][c:28]3[cH:29][cH:30][cH:31][cH:32][cH:33]3)[cH:40][cH:39]2)[OH:44])=[O:18])[cH:12][cH:13]1.